Dataset: the Open Reaction Database (ORD), a public repository of structured organic reaction records. Task: describe an organic reaction: reactants, conditions, products, and yield The reactants are C(C)OC1=CC2=C(C(=N[C@@H]3CCN(C[C@H]23)C)C2=CC=C(C(=O)Cl)C=C2)C=C1OC (4-((4aR,10bS)-9-ethoxy-8-methoxy-2-methyl-1,2,3,4,4a,10b-hexahydrobenzo[c][1,6]-naphthyridin-6-yl)benzoyl chloride), Cl.C(C)(C)N[C@@H](COC(C1=CC=C(C=C1)[N+](=O)[O-])=O)C (4-nitro-benzoic acid (R)2-isopropylamino-propyl ester hydrochloride). Yields the product C(C)OC1=CC2=C(C(=N[C@@H]3CCN(C[C@H]23)C)C2=CC=C(C=C2)C(=O)N([C@@H](COC(C2=CC=C(C=C2)[N+](=O)[O-])=O)C)C(C)C)C=C1OC (4-Nitro-benzoic acid (R)-2-({1-[4-((4aR,10bS)-9-ethoxy-8-methoxy-2-methyl-1,2,3,4,4a,10b-hexahydro-benzo[c][1,6]-naphthyridin-6-yl)-phenyl]-methanoyl}-isopropyl-amino)-propyl ester). Reaction SMILES: [CH2:1]([O:3][C:4]1[C:27]([O:28][CH3:29])=[CH:26][C:7]2[C:8]([C:17]3[CH:25]=[CH:24][C:20]([C:21](Cl)=[O:22])=[CH:19][CH:18]=3)=[N:9][C@H:10]3[C@@H:15]([C:6]=2[CH:5]=1)[CH2:14][N:13]([CH3:16])[CH2:12][CH2:11]3)[CH3:2].Cl.[CH:31]([NH:34][C@H:35]([CH3:49])[CH2:36][O:37][C:38](=[O:48])[C:39]1[CH:44]=[CH:43][C:42]([N+:45]([O-:47])=[O:46])=[CH:41][CH:40]=1)([CH3:33])[CH3:32]>>[CH2:1]([O:3][C:4]1[C:27]([O:28][CH3:29])=[CH:26][C:7]2[C:8]([C:17]3[CH:25]=[CH:24][C:20]([C:21]([N:34]([CH:31]([CH3:33])[CH3:32])[C@H:35]([CH3:49])[CH2:36][O:37][C:38](=[O:48])[C:39]4[CH:40]=[CH:41][C:42]([N+:45]([O-:47])=[O:46])=[CH:43][CH:44]=4)=[O:22])=[CH:19][CH:18]=3)=[N:9][C@H:10]3[C@@H:15]([C:6]=2[CH:5]=1)[CH2:14][N:13]([CH3:16])[CH2:12][CH2:11]3)[CH3:2] |f:1.2|. Procedure details: Prepared from 4-((4aR,10bS)-9-ethoxy-8-methoxy-2-methyl-1,2,3,4,4a,10b-hexahydrobenzo[c][1,6]-naphthyridin-6-yl)benzoyl chloride and 4-nitro-benzoic acid (R)2-isopropylamino-propyl ester hydrochloride as described for example 9. Reactants: S1(N=CNC2=C1C=CC=N2)(=O)=O (4H-pyrido[2,3-e][1,2,4]thiadiazine 1,1- dioxide), [BH4-].[Na+] (NaBH4), Cl (HCl). The solvent is O (water), O (water). Run at time 15 minute. Yields the product S1(NCNC2=C1C=CC=N2)(=O)=O (2,3-DIHYDRO-4H-PYRIDO[2,3-e] [1,2,4]THIADIAZINE 1,1-DIOXIDE). Reaction SMILES: [S:1]1(=[O:12])(=[O:11])[C:6]2[CH:7]=[CH:8][CH:9]=[N:10][C:5]=2[NH:4][CH:3]=[N:2]1.[BH4-].[Na+].Cl>O>[S:1]1(=[O:11])(=[O:12])[C:6]2[CH:7]=[CH:8][CH:9]=[N:10][C:5]=2[NH:4][CH2:3][NH:2]1 |f:1.2|. Reported procedure: 1 g of 4H-pyrido[2,3-e][1,2,4]thiadiazine 1,1- dioxide is suspended in 30 cm3 of water. A solution of 0.83 g of NaBH4 in 5 cm3 of water is added to the suspension. After stirring for 15 minutes at ambient temperature, the pH of the solution is adjusted to 6.5-7 using dilute HCl. The precipitate obtained is filtered, washed with water and dried. The dried compound is dissolved in 200 cm3 of dichloromethane. The possible insoluble material is removed by filtration. The filtrate is treated with an ... The reactants are [Na] (sodium), C(C)O (ethanol), C1(CC1)C1=NC(=NO1)C=1N=CN2C1N(C(C1=C(C=CC=C21)Cl)=O)C (3-(5-cyclopropyl-1,2,4-oxadiazol-3-yl)-4,5-dihydro-4-methyl-5-oxo-6-chloro-imidazo(1,5-a)quinazoline). Product: C1(CC1)C1=NC(=NO1)C=1N=CN2C1N(C(C1=C(C=CC=C21)OCC)=O)C (3-(5-cyclopropyl-1,2,4-oxadiazol-3-yl)-4,5-dihydro-4-methyl-5-oxo-6-ethoxy-imidazo(1,5-a)quinazoline). Reaction SMILES: [Na].[CH:2]1([C:5]2[O:9][N:8]=[C:7]([C:10]3[N:11]=[CH:12][N:13]4[C:22]5[C:17](=[C:18](Cl)[CH:19]=[CH:20][CH:21]=5)[C:16](=[O:24])[N:15]([CH3:25])[C:14]=34)[N:6]=2)[CH2:4][CH2:3]1.[CH2:26]([OH:28])[CH3:27]>>[CH:2]1([C:5]2[O:9][N:8]=[C:7]([C:10]3[N:11]=[CH:12][N:13]4[C:22]5[C:17](=[C:18]([O:28][CH2:26][CH3:27])[CH:19]=[CH:20][CH:21]=5)[C:16](=[O:24])[N:15]([CH3:25])[C:14]=34)[N:6]=2)[CH2:4][CH2:3]1 |^1:0|. Procedure details: 30 mg of sodium was dissolved in 10 ml of dry ethanol. Then 3-(5-cyclopropyl-1,2,4-oxadiazol-3-yl)-4,5-dihydro-4-methyl-5-oxo-6-chloro-imidazo(1,5-a)quinazoline (0.2 g, 0.5 mmol) was added and the resulting mixture was refluxed for 7 hours. The reaction mixture was evaporated. Glacial acetic acid and water was added to the residue whereupon the title compound was isolated by filtration. M.p. 195°-205° C. Starting materials: [Al+3], [H-], [H-], [H-], [H-], [Li+], [Na+], [Na+], C1CCOC1, O, O, O, O, O, O, O, O, O, O, O=S(=O)([O-])[O-], CCOC(=O)c1cn(Cc2ccc(OCc3coc(-c4ccccc4)n3)cc2)nc1-c1cccs1. The product is OCc1cn(Cc2ccc(OCc3coc(-c4ccccc4)n3)cc2)nc1-c1cccs1. Reaction SMILES: [Al+3:2].[H-:1].[H-:4].[H-:5].[H-:6].[Li+:3].[Na+:57].[Na+:58].[O:59]1[CH2:60][CH2:61][CH2:62][CH2:63]1.[OH2:42].[OH2:43].[OH2:44].[OH2:45].[OH2:46].[OH2:47].[OH2:48].[OH2:49].[OH2:50].[OH2:51].[S:52]([O-:53])([O-:54])(=[O:55])=[O:56].[c:7]1(-[c:13]2[o:14][cH:15][c:16]([CH2:18][O:19][c:20]3[cH:21][cH:22][c:23]([CH2:24][n:25]4[n:26][c:27](-[c:35]5[s:36][cH:37][cH:38][cH:39]5)[c:28]([C:30](=[O:31])[O:32][CH2:33][CH3:34])[cH:29]4)[cH:40][cH:41]3)[n:17]2)[cH:8][cH:9][cH:10][cH:11][cH:12]1>>[c:7]1(-[c:13]2[o:14][cH:15][c:16]([CH2:18][O:19][c:20]3[cH:21][cH:22][c:23]([CH2:24][n:25]4[n:26][c:27](-[c:35]5[s:36][cH:37][cH:38][cH:39]5)[c:28]([CH2:30][OH:31])[cH:29]4)[cH:40][cH:41]3)[n:17]2)[cH:8][cH:9][cH:10][cH:11][cH:12]1. RXN SMILES: [CH3:29][c:30]1[cH:31][cH:32][cH:33][cH:34][cH:35]1.[Cl:14][c:15]1[c:16]([C:27]#[N:28])[c:17](=[O:26])[nH:18][c:19]2[cH:20][cH:21][c:22]([CH3:25])[cH:23][c:24]12.[N:1]1([C:7](=[O:8])[c:9]2[s:10][cH:11][cH:12][cH:13]2)[CH2:2][CH2:3][NH:4][CH2:5][CH2:6]1>>[N:1]1([C:7](=[O:8])[c:9]2[s:10][cH:11][cH:12][cH:13]2)[CH2:2][CH2:3][N:4]([c:15]2[c:16]([C:27]#[N:28])[c:17](=[O:26])[nH:18][c:19]3[cH:20][cH:21][c:22]([CH3:25])[cH:23][c:24]23)[CH2:5][CH2:6]1. The product is Cc1ccc2[nH]c(=O)c(C#N)c(N3CCN(C(=O)c4cccs4)CC3)c2c1. The reactants are Cc1ccccc1, Cc1ccc2[nH]c(=O)c(C#N)c(Cl)c2c1, O=C(c1cccs1)N1CCNCC1. The reactants are N1=C(N=CC2=C1CNCC2)N[C@H](CO)C ((S)-2-(5,6,7,8-tetrahydropyrido[3,4-d]pyrimidin-2-ylamino)propan-1-ol), CC(C)(C)[Si](C)(C)Cl (TBDMS-Cl), TEA, C(Cl)Cl (DCM). Solvent: O (water). Yields the product [Si](C)(C)(C(C)(C)C)OC[C@H](C)NC=1N=CC2=C(N1)CNCC2 ((S)—N-(1-(tert-butyldimethylsilyloxy)propan-2-yl)-5,6,7,8-tetrahydropyrido[3,4-d]pyrimidin-2-amine). Yield: 66.2%. As a reaction SMILES: [N:1]1[C:6]2[CH2:7][NH:8][CH2:9][CH2:10][C:5]=2[CH:4]=[N:3][C:2]=1[NH:11][C@@H:12]([CH3:15])[CH2:13][OH:14].[CH3:16][C:17]([Si:20](Cl)([CH3:22])[CH3:21])([CH3:19])[CH3:18].C(Cl)Cl>O>[Si:20]([O:14][CH2:13][C@@H:12]([NH:11][C:2]1[N:3]=[CH:4][C:5]2[CH2:10][CH2:9][NH:8][CH2:7][C:6]=2[N:1]=1)[CH3:15])([C:17]([CH3:19])([CH3:18])[CH3:16])([CH3:22])[CH3:21]. Procedure details: A solution of (S)-2-(5,6,7,8-tetrahydropyrido[3,4-d]pyrimidin-2-ylamino)propan-1-ol (138, 0.215 g, 1.03 mmol), TBDMS-Cl (0.171 g, 1.14 mmol) and TEA (0.216 ml, 1.55 mmol) and DCM (5 mL) were stirred for 18 h, poured into water and extracted with DCM. The combined organic fractions were dried (MgSO4), filtered, and concentrated to give the crude product, which was purified by SiO2 chromatography eluting with DCM/MeOH (500:50) to afford 0.220 g (66.1%) of (S)—N-(1-(tert-butyldimethylsilyloxy)propa... Reactants: CC(C(C)(C)O1)(C)OB1C2=CC=NC(N3CCOCC3)=C2F, BrC1=CC2=C(C=C1)C=CN2. Reagents/catalysts: CC(C)(C)C1=CC=C(C=C1)C2=CC=C(C=C2)C(C)(C)C, C(=O)([O-])[O-].[Na+].[Na+], C1=CC=C(C=C1)P(C2=CC=CC=C2)C3=CC=CC=C3.C1=CC=C(C=C1)P(C2=CC=CC=C2)C3=CC=CC=C3.C1=CC=C(C=C1)P(C2=CC=CC=C2)C3=CC=CC=C3.C1=CC=C(C=C1)P(C2=CC=CC=C2)C3=CC=CC=C3.[Pd]. Solvent: COCCOC, O (water), COCCOC. Conditions: temperature 85 celsius, time 24 hour. Product: FC1=C(N2CCOCC2)N=CC=C1C3=CC4=C(C=C3)C=CN4. Yield: 55.0%. Reactants: C(C)O (ethanol), O.NN (hydrazine monohydrate), C(C)(=O)O (acetic acid), COC1=C(C(=CC=C1)OCC1=CC=C(C=C1)OC)C(/C=C(/SC)\NC=1N=CC(=NC1)C#N)=O ((E)-5-(3-(2-Methoxy-6-(4-methoxybenzyloxy)phenyl)-1-(methylthio)-3-oxoprop-1-enylamino)pyrazine-2-carbonitrile). Solvent: C(C)O.C(C)(=O)O (ethanol acetic acid). Conditions: temperature 67.5 celsius. Yields the product COC1=C(C(=CC=C1)OCC1=CC=C(C=C1)OC)C1=CC(=NN1)NC=1N=CC(=NC1)C#N (5-(5-(2-Methoxy-6-(4-methoxybenzyloxy)phenyl)-1H-pyrazol-3-ylamino)pyrazine-2-carbonitrile). The yield is 99.1%. As a reaction SMILES: C(O)C.C(O)(=O)C.[CH3:8][O:9][C:10]1[CH:15]=[CH:14][CH:13]=[C:12]([O:16][CH2:17][C:18]2[CH:23]=[CH:22][C:21]([O:24][CH3:25])=[CH:20][CH:19]=2)[C:11]=1[C:26](=O)/[CH:27]=[C:28](\[NH:31][C:32]1[N:33]=[CH:34][C:35]([C:38]#[N:39])=[N:36][CH:37]=1)/SC.O.[NH2:42][NH2:43]>C(O)C.C(O)(=O)C>[CH3:8][O:9][C:10]1[CH:15]=[CH:14][CH:13]=[C:12]([O:16][CH2:17][C:18]2[CH:23]=[CH:22][C:21]([O:24][CH3:25])=[CH:20][CH:19]=2)[C:11]=1[C:26]1[NH:43][N:42]=[C:28]([NH:31][C:32]2[N:33]=[CH:34][C:35]([C:38]#[N:39])=[N:36][CH:37]=2)[CH:27]=1 |f:3.4,5.6|. Procedure details: In a 20 L container are combined ethanol (11.28 L) and acetic acid (318 mL, 5.545 mol). The reaction is vented to a bleach scrubber with a nitrogen purge. (E)-5-(3-(2-Methoxy-6-(4-methoxybenzyloxy)phenyl)-1-(methylthio)-3-oxoprop-1-enylamino)pyrazine-2-carbonitrile (940 g, 1.931 mol) and the ethanol/acetic acid solution are added to a 22 L reaction flask. To the resulting brown slurry is added hydrazine monohydrate (197 g, 3.935 mol), resulting in a slight exotherm. The resulting yellow slurry i... The reactants are CC(=O)OC(C)=O, CC(=O)O, CCNc1ccc(F)c(Cl)c1. Yields the product CCN(C(C)=O)c1ccc(F)c(Cl)c1. As a reaction SMILES: [CH3:12][C:13]([O:14][C:16]([CH3:17])=[O:18])=[O:15].[CH3:19][C:20](=[O:21])[OH:22].[Cl:1][c:2]1[cH:3][c:4]([NH:5][CH2:6][CH3:7])[cH:8][cH:9][c:10]1[F:11]>>[Cl:1][c:2]1[cH:3][c:4]([N:5]([CH2:6][CH3:7])[C:16]([CH3:17])=[O:18])[cH:8][cH:9][c:10]1[F:11]. Starting materials: [OH-].[Na+] (NaOH), O.C(C=O)(=O)O (Glyoxylic acid monohydrate), BrC1=CC=C2C(=CNC2=C1)CCN (2-(6-bromo-1H-indol-3-yl)ethanamine), BrC1=C2C(=CNC2=CC=C1)CCN (2-(4-bromo-1H-indol-3-yl)ethanamine), [OH-].[Na+] (NaOH). Solvent: Cl (HCl). Run at temperature 25 celsius, time 30 minute. The product is BrC1=CC=C2C3=C(NC2=C1)C(NCC3)C(=O)O (7-Bromo-2,3,4,9-tetrahydro-1H-pyrido[3,4-b]indole-1-carboxylic acid). RXN SMILES: O.[C:2]([OH:6])(=[O:5])[CH:3]=O.[Br:7][C:8]1[CH:16]=[C:15]2[C:11]([C:12]([CH2:17][CH2:18][NH2:19])=[CH:13][NH:14]2)=[CH:10][CH:9]=1.BrC1C=CC=C2C=1C(CCN)=CN2.[OH-].[Na+]>Cl>[Br:7][C:8]1[CH:16]=[C:15]2[C:11]([C:12]3[CH2:17][CH2:18][NH:19][CH:3]([C:2]([OH:6])=[O:5])[C:13]=3[NH:14]2)=[CH:10][CH:9]=1 |f:0.1,4.5|. Reported procedure: Glyoxylic acid monohydrate (3.69 g, 40.1 mmol) was added to a solution of a 2:1 mixture of 2-(6-bromo-1H-indol-3-yl)ethanamine and 2-(4-bromo-1H-indol-3-yl)ethanamine (7.38 g, 30.9 mmol) in 0.4 N HCl (50 mL), and the resulting solution was stirred at 25° C. for 30 min. The solution was adjusted to pH 3.5 with 6 N NaOH solution, and the resulting tan suspension was stirred at 25° C. for 22 h. The suspension was adjusted to pH 5 with 6 N NaOH solution, and the resulting suspension was filtered. Th...